The task is: describe an organic reaction: reactants, conditions, products, and yield. This data is from the Open Reaction Database (ORD), a public repository of structured organic reaction records. Reactants: Br, CCCCCCCc1ccc(-c2ccc(-c3ccc(OC)cc3)cn2)cc1, CC(=O)O, O. The product is CCCCCCCc1ccc(-c2ccc(-c3ccc(O)cc3)cn2)cc1. As a reaction SMILES: [BrH:28].[CH2:1]([CH2:2][CH2:3][CH2:4][CH2:5][CH2:6][CH3:7])[c:8]1[cH:9][cH:10][c:11](-[c:14]2[n:15][cH:16][c:17](-[c:20]3[cH:21][cH:22][c:23]([O:26][CH3:27])[cH:24][cH:25]3)[cH:18][cH:19]2)[cH:12][cH:13]1.[CH3:29][C:30](=[O:31])[OH:32].[OH2:33]>>[CH2:1]([CH2:2][CH2:3][CH2:4][CH2:5][CH2:6][CH3:7])[c:8]1[cH:9][cH:10][c:11](-[c:14]2[n:15][cH:16][c:17](-[c:20]3[cH:21][cH:22][c:23]([OH:26])[cH:24][cH:25]3)[cH:18][cH:19]2)[cH:12][cH:13]1.